Dataset: the Open Reaction Database (ORD), a public repository of structured organic reaction records. Task: describe an organic reaction: reactants, conditions, products, and yield Starting materials: NC=1C=CC=C2C=C(NC12)C(=O)OCC (ethyl 7-amino-1H-indole-2-carboxylate), CC1=CC=C(C=C1)S(=O)(=O)Cl (4-methylphenylsulfonyl chloride). Solvent: N1=CC=CC=C1 (pyridine). Reaction conditions: time 18 hour. Yields the product CC1=CC=C(C=C1)S(=O)(=O)NC=1C=CC=C2C=C(NC12)C(=O)OCC (Ethyl 7-{[(4-methylphenyl)sulfonyl]amino}-1H-indole-2-carboxylate). Isolated yield 88.3%. RXN SMILES: [NH2:1][C:2]1[CH:3]=[CH:4][CH:5]=[C:6]2[C:10]=1[NH:9][C:8]([C:11]([O:13][CH2:14][CH3:15])=[O:12])=[CH:7]2.[CH3:16][C:17]1[CH:22]=[CH:21][C:20]([S:23](Cl)(=[O:25])=[O:24])=[CH:19][CH:18]=1>N1C=CC=CC=1>[CH3:16][C:17]1[CH:22]=[CH:21][C:20]([S:23]([NH:1][C:2]2[CH:3]=[CH:4][CH:5]=[C:6]3[C:10]=2[NH:9][C:8]([C:11]([O:13][CH2:14][CH3:15])=[O:12])=[CH:7]3)(=[O:25])=[O:24])=[CH:19][CH:18]=1. Procedure: To a mixture of ethyl 7-amino-1H-indole-2-carboxylate (0.30 g) and pyridine (8 mL) was added 4-methylphenylsulfonyl chloride (0.34 g) at 4° C., and the mixture was stirred at room temperature for 18 hr. The reaction mixture was concentrated, diluted with ethyl acetate, washed with aqueous citric acid solution, water and saturated brine, dried over anhydrous magnesium sulfate, and concentrated under reduced pressure. The obtained crystals were recrystallized from ethyl acetate-hexane to give the ... Reactants: N1=CC=CC=C1 (Pyridine), aqueous solution, CN (methylamine), FC=1C=C2C(C(=CN(C2=C(C1F)C)C1=C(C=C(C(=C1)NC)F)F)C(=O)O)=O (6,7-difluoro-1-(2,4-difluoro-5-methylaminophenyl)-8-methyl-4-oxo-1,4-dihydroquinoline-3-carboxylic acid). Solvent: C(C)OCC (diethyl ether). Reaction conditions: temperature 40 celsius, time 3 day. The product is FC=1C=C2C(C(=CN(C2=C(C1NC)C)C1=C(C=C(C(=C1)NC)F)F)C(=O)O)=O (6-Fluoro-1-(2,4-difluoro-5-methylaminophenyl)-8-methyl-7-methylamino-4-oxo-1,4-dihydroquinoline-3-carboxylic Acid). The yield is 24.3%. RXN SMILES: [N:1]1C=CC=C[CH:2]=1.CN.[F:9][C:10]1[CH:11]=[C:12]2[C:17](=[C:18]([CH3:21])[C:19]=1F)[N:16]([C:22]1[CH:27]=[C:26]([NH:28][CH3:29])[C:25]([F:30])=[CH:24][C:23]=1[F:31])[CH:15]=[C:14]([C:32]([OH:34])=[O:33])[C:13]2=[O:35]>C(OCC)C>[F:9][C:10]1[CH:11]=[C:12]2[C:17](=[C:18]([CH3:21])[C:19]=1[NH:1][CH3:2])[N:16]([C:22]1[CH:27]=[C:26]([NH:28][CH3:29])[C:25]([F:30])=[CH:24][C:23]=1[F:31])[CH:15]=[C:14]([C:32]([OH:34])=[O:33])[C:13]2=[O:35]. Procedure details: Pyridine (300 mg) and a 40% aqueous solution (150 mg) of methylamine were added to 6,7-difluoro-1-(2,4-difluoro-5-methylaminophenyl)-8-methyl-4-oxo-1,4-dihydroquinoline-3-carboxylic acid (80 mg), and the mixture was heated and stirred at 40° C. for 3 days. After the reaction mixture was allowed to cool, diethyl ether was added, followed by stirring. A supernatant liquid was removed, and ethanol (1 ml) was added to the residue to disperse solids therein. The solids were collected by filtration an... The reactants are N(=C=S)C1=CC(=CC=C1)C(F)(F)F (1-isothiocyanato-3-(trifluoromethyl)benzene), O.NN (hydrazine hydrate), C(C)(=O)OCC (ethyl acetate), O.NN (hydrazine hydrate). Run in CO (methanol), CCCCCC (n-Hexane). Reaction conditions: time 2.5 hour. Yields the product FC(C=1C=C(C=CC1)NC(=S)NN)(F)F (N-(3-(trifluoromethyl)phenyl)hydrazinecarbothioamide). As a reaction SMILES: [N:1]([C:4]1[CH:9]=[CH:8][CH:7]=[C:6]([C:10]([F:13])([F:12])[F:11])[CH:5]=1)=[C:2]=[S:3].O.[NH2:15][NH2:16].C(OCC)(=O)C>CO.CCCCCC>[F:12][C:10]([F:11])([F:13])[C:6]1[CH:5]=[C:4]([NH:1][C:2]([NH:15][NH2:16])=[S:3])[CH:9]=[CH:8][CH:7]=1 |f:1.2|. Procedure details: To a stirred solution of 1-isothiocyanato-3-(trifluoromethyl)benzene (250 mg, 1.23 mmol) in methanol (5 mL) was added hydrazine hydrate (307 mg, 6.16 mmol) dropwise at 5° C.-10° C. After complete addition of hydrazine hydrate, the reaction mixture was stirred at room temperature for 2-3 h. When TLC (mobile phase-30% ethyl acetate in n-Hexane, Rf. S.M.—0.80, product—0.2) showed absence of starting material, the methanol was concentrated, water was added and extracted with ethyl acetate. The combi...